Dataset: the Open Reaction Database (ORD), a public repository of structured organic reaction records. Task: describe an organic reaction: reactants, conditions, products, and yield Reactants: CC1(CC(C(C1)=O)=O)C (4,4-dimethyl-cyclopentane-1,2-dione), COP(OC)(=O)CC(=O)C1=C(C=CC=C1)Cl ([2-(2-Chloro-phenyl)-2-oxo-ethyl]-phosphonic acid dimethyl ester), O.NN (hydrazine monohydrate). Yields the product ClC1=C(C=CC=C1)C1=CC2=C(N=N1)CC(C2)(C)C (3-(2-Chloro-phenyl)-6,6-dimethyl-6,7-dihydro-5H-cyclopenta[c]pyridazine). As a reaction SMILES: [CH3:1][C:2]1([CH3:9])[CH2:6][C:5](=O)[C:4](=O)[CH2:3]1.COP([CH2:16][C:17]([C:19]1[CH:24]=[CH:23][CH:22]=[CH:21][C:20]=1[Cl:25])=O)(=O)OC.O.[NH2:27][NH2:28]>>[Cl:25][C:20]1[CH:21]=[CH:22][CH:23]=[CH:24][C:19]=1[C:17]1[N:28]=[N:27][C:4]2[CH2:3][C:2]([CH3:9])([CH3:1])[CH2:6][C:5]=2[CH:16]=1 |f:2.3|. Reported procedure: yellow viscous oil. MS (EI): 258.2 (M+). Prepared from 4,4-dimethyl-cyclopentane-1,2-dione, [2-(2-Chloro-phenyl)-2-oxo-ethyl]-phosphonic acid dimethyl ester, hydrazine monohydrate. The reactants are C(C)(C)(C)OC(=O)N1CCC(CC1)N1N=CC=C1C=1C=C2OCCN3C=C(N=C3C2=CC1)C1=NC=NN1C(C)C (tert-butyl-4-(5-{4-[1-(propan-2-yl)-1H-1,2,4-triazol-5-yl]-9-oxa-3,6-diazatricyclo[8.4.0.02,6]tetradeca-1(14),2,4,10,12-pentaen-12-yl}-1H-pyrazol-1-yl)piperidine-1-carboxylate), [H-].[H-].[H-].[H-].[Li+].[Al+3] (LiAlH4), O (H2O). The solvent is C1CCOC1 (THF). Product: C(C)(C)N1N=CN=C1C=1N=C2N(CCOC3=C2C=CC(=C3)C3=CC=NN3C3CCN(CC3)C)C1 (2-(1-isopropyl-1H-1,2,4-triazol-5-yl)-9-(1-(1-methylpiperidin-4-yl)-1H-pyrazol-5-yl)-5,6-dihydrobenzo[f]imidazo[1,2-d][1,4]oxazepine). The yield is 27.3%. As a reaction SMILES: C(O[C:6]([N:8]1[CH2:13][CH2:12][CH:11]([N:14]2[C:18]([C:19]3[CH:20]=[C:21]4[C:30](=[CH:31][CH:32]=3)[C:29]3[N:25]([CH:26]=[C:27]([C:33]5[N:37]([CH:38]([CH3:40])[CH3:39])[N:36]=[CH:35][N:34]=5)[N:28]=3)[CH2:24][CH2:23][O:22]4)=[CH:17][CH:16]=[N:15]2)[CH2:10][CH2:9]1)=O)(C)(C)C.[H-].[H-].[H-].[H-].[Li+].[Al+3].O>C1COCC1>[CH:38]([N:37]1[C:33]([C:27]2[N:28]=[C:29]3[C:30]4[CH:31]=[CH:32][C:19]([C:18]5[N:14]([CH:11]6[CH2:12][CH2:13][N:8]([CH3:6])[CH2:9][CH2:10]6)[N:15]=[CH:16][CH:17]=5)=[CH:20][C:21]=4[O:22][CH2:23][CH2:24][N:25]3[CH:26]=2)=[N:34][CH:35]=[N:36]1)([CH3:40])[CH3:39] |f:1.2.3.4.5.6|. Procedure: A mixture of tert-butyl-4-(5-{4-[1-(propan-2-yl)-1H-1,2,4-triazol-5-yl]-9-oxa-3,6-diazatricyclo[8.4.0.02,6]tetradeca-1(14),2,4,10,12-pentaen-12-yl}-1H-pyrazol-1-yl)piperidine-1-carboxylate (100 mg, 0.184 mmol) and LiAlH4 (35.0 mg, 0.921 mmol) in THF (5.00 mL) was refluxed for 1 h. At the end of reaction, H2O was added to quench reaction. After filtration, the filtrate was evaporated to afford the crude product, which was purified by reverse phase combiflash eluting with 0-50% gradient CH3CN in 0... Reactants: BrC1=CC=2C(=NC(=C(C2NS(=O)(=O)C2=CC=CC=C2)C(=O)OCC)C)S1 (ethyl 2-bromo-6-methyl-4-[(phenylsulfonyl)amino]thieno[2,3-b]pyridine-5-carboxylate), O(C(C)(C)C)C(=O)N1N=CC(=C1)B(O)O (1-tert-butoxylcarbonyl-1H-pyrazole-4-boronic acid), pinacol ester, C([O-])([O-])=O.[K+].[K+] (potassium carbonate). The reagents and catalysts are C=1C=CC(=CC1)[P](C=2C=CC=CC2)(C=3C=CC=CC3)[Pd]([P](C=4C=CC=CC4)(C=5C=CC=CC5)C=6C=CC=CC6)([P](C=7C=CC=CC7)(C=8C=CC=CC8)C=9C=CC=CC9)[P](C=1C=CC=CC1)(C=1C=CC=CC1)C=1C=CC=CC1 (tetrakis(triphenylphosphine)palladium(0)). Run in O1CCOCC1 (1,4-dioxane), CN(C)C=O (DMF), O (water). Run at temperature 100 celsius. Product: CC1=C(C(=C2C(=N1)SC(=C2)C=2C=NNC2)NS(=O)(=O)C2=CC=CC=C2)C(=O)OCC (Ethyl 6-methyl-4-[(phenylsulfonyl)amino]-2-(1H-pyrazol-4-yl)thieno[2,3-b]pyridine-5-carboxylate). RXN SMILES: Br[C:2]1[S:26][C:5]2=[N:6][C:7]([CH3:25])=[C:8]([C:20]([O:22][CH2:23][CH3:24])=[O:21])[C:9]([NH:10][S:11]([C:14]3[CH:19]=[CH:18][CH:17]=[CH:16][CH:15]=3)(=[O:13])=[O:12])=[C:4]2[CH:3]=1.O(C([N:34]1[CH:38]=[C:37](B(O)O)[CH:36]=[N:35]1)=O)C(C)(C)C.C(=O)([O-])[O-].[K+].[K+]>O1CCOCC1.CN(C=O)C.O.C1C=CC([P]([Pd]([P](C2C=CC=CC=2)(C2C=CC=CC=2)C2C=CC=CC=2)([P](C2C=CC=CC=2)(C2C=CC=CC=2)C2C=CC=CC=2)[P](C2C=CC=CC=2)(C2C=CC=CC=2)C2C=CC=CC=2)(C2C=CC=CC=2)C2C=CC=CC=2)=CC=1>[CH3:25][C:7]1[N:6]=[C:5]2[S:26][C:2]([C:37]3[CH:38]=[N:34][NH:35][CH:36]=3)=[CH:3][C:4]2=[C:9]([NH:10][S:11]([C:14]2[CH:19]=[CH:18][CH:17]=[CH:16][CH:15]=2)(=[O:13])=[O:12])[C:8]=1[C:20]([O:22][CH2:23][CH3:24])=[O:21] |f:2.3.4,^1:63,65,84,103|. Reported procedure: A mixture of ethyl 2-bromo-6-methyl-4-[(phenylsulfonyl)amino]thieno[2,3-b]pyridine-5-carboxylate (Description 67) (6.27 g, 13.77 mmol), 1-tert-butoxylcarbonyl-1H-pyrazole-4-boronic acid, pinacol ester (8.10 g, 27.5 mmol), tetrakis(triphenylphosphine)palladium(0) (0.796 g, 0.688 mmol) and potassium carbonate (5.71 g, 41.3 mmol) in 1,4-dioxane (40 mL), DMF (20 mL) and water (10 mL) was heated at 100° C. for ca. 3.5 h. After cooling to RT, the reaction mixture was filtered through celite and the fi... Reactants: CO, C[O-], CCc1ccc([N+](=O)[O-])cc1CCl, [Na+]. Yields the product CCc1ccc([N+](=O)[O-])cc1COC. As a reaction SMILES: [CH3:17][OH:18].[CH3:1][O-:2].[Cl:4][CH2:5][c:6]1[c:7]([CH2:15][CH3:16])[cH:8][cH:9][c:10]([N+:12](=[O:13])[O-:14])[cH:11]1.[Na+:3]>>[CH3:1][O:2][CH2:5][c:6]1[c:7]([CH2:15][CH3:16])[cH:8][cH:9][c:10]([N+:12](=[O:13])[O-:14])[cH:11]1. The reactants are C1OC=2C=C(C=CC2OC1)NC1=NC=C(C(=N1)NC1=CC2=C(C=C1)OCCO2)Br (N2,N4-bis(3,4-ethylenedioxyphenyl)-5-bromo-2,4-pyrimidinediamine), C1(=CC=CC=C1)B(O)O (phenylboronic acid). Reagents/catalysts: [Pd].C1(=CC=CC=C1)P(C1=CC=CC=C1)C1=CC=CC=C1.C1(=CC=CC=C1)P(C1=CC=CC=C1)C1=CC=CC=C1.C1(=CC=CC=C1)P(C1=CC=CC=C1)C1=CC=CC=C1.C1(=CC=CC=C1)P(C1=CC=CC=C1)C1=CC=CC=C1 (Tetrakis(triphenylphosphine) palladium(0)). The solvent is COCCOC (DME), CCOC(=O)C (EtOAc). Run at temperature 80 celsius. Yields the product C1OC=2C=C(C=CC2OC1)NC1=NC=C(C(=N1)NC1=CC2=C(C=C1)OCCO2)C2=CC=CC=C2 (N2,N4-bis(3,4-ethylenedioxyphenyl)-5-phenyl-2,4-pyrimidinediamine). RXN SMILES: [CH2:1]1[CH2:10][O:9][C:8]2[CH:7]=[CH:6][C:5]([NH:11][C:12]3[N:17]=[C:16]([NH:18][C:19]4[CH:24]=[CH:23][C:22]5[O:25][CH2:26][CH2:27][O:28][C:21]=5[CH:20]=4)[C:15](Br)=[CH:14][N:13]=3)=[CH:4][C:3]=2[O:2]1.[C:30]1(B(O)O)[CH:35]=[CH:34][CH:33]=[CH:32][CH:31]=1>COCCOC.CCOC(C)=O.[Pd].C1(P(C2C=CC=CC=2)C2C=CC=CC=2)C=CC=CC=1.C1(P(C2C=CC=CC=2)C2C=CC=CC=2)C=CC=CC=1.C1(P(C2C=CC=CC=2)C2C=CC=CC=2)C=CC=CC=1.C1(P(C2C=CC=CC=2)C2C=CC=CC=2)C=CC=CC=1>[CH2:1]1[CH2:10][O:9][C:8]2[CH:7]=[CH:6][C:5]([NH:11][C:12]3[N:17]=[C:16]([NH:18][C:19]4[CH:24]=[CH:23][C:22]5[O:25][CH2:26][CH2:27][O:28][C:21]=5[CH:20]=4)[C:15]([C:30]4[CH:35]=[CH:34][CH:33]=[CH:32][CH:31]=4)=[CH:14][N:13]=3)=[CH:4][C:3]=2[O:2]1 |f:4.5.6.7.8|. Reported procedure: A mixture of N2,N4-bis(3,4-ethylenedioxyphenyl)-5-bromo-2,4-pyrimidinediamine (20 mg, 0.044 mmol) and phenylboronic acid (6.9 mg, 0.057 mmol) in DME (1 mL) was prepared in a sealed tube and purged with N2. Tetrakis(triphenylphosphine) palladium(0) (0.002 mmol) was added, and the reaction tube sealed and heated at 80° C. overnight. After cooling, the reaction mixture was diluted with EtOAc, washed with 1N NaOH and brine, dried (MgSO4), and concentrated. The residue was purified by preparative TLC... RXN SMILES: CN(C=O)C.[CH:6](=[O:13])[C:7]1[CH:12]=[CH:11][CH:10]=[CH:9][CH:8]=1.[CH:14]([Si](OC)(OC)OC)=[CH2:15].[F-].C([N+](CCCC)(CCCC)CCCC)CCC>C1C=CC(P(C2C=CC=CC=2)[C-]2C=CC=C2)=CC=1.C1C=CC(P(C2C=CC=CC=2)[C-]2C=CC=C2)=CC=1.[Fe+2].O>[C:7]1([CH:6]([OH:13])[CH:14]=[CH2:15])[CH:12]=[CH:11][CH:10]=[CH:9][CH:8]=1 |f:3.4,5.6.7|. Run in O (water). Isolated yield 100.0%. The reactants are CN(C)C=O (DMF), [F-].C(CCC)[N+](CCCC)(CCCC)CCCC (tetrabutylammonium fluoride), C(C1=CC=CC=C1)=O (benzaldehyde), C(=C)[Si](OC)(OC)OC (vinyltrimethoxysilane). Conditions: temperature 60 celsius, time 3 hour. Procedure: To a DMF (0.2 mL) solution of CuF.3PPh3.2EtOH (10 mg, 0.01 mmol) as synthesized according to the method described in the foregoing publication and dppf (8 mg, 0.014 mmol) (this catalyst preparation method is designated as “A”; hereinafter the same), benzaldehyde (0.020 mL, 0.20 mmol) and vinyltrimethoxysilane (62 μL, 0.40 mmol) were added at room temperature under an argon atmosphere, the temperature was then raised to 60° C., and the mixture was stirred for 3 hours. Thereafter, the reaction mix... Reagents/catalysts: C1=CC=C(C=C1)P([C-]2C=CC=C2)C3=CC=CC=C3.C1=CC=C(C=C1)P([C-]2C=CC=C2)C3=CC=CC=C3.[Fe+2] (dppf). The product is C1(=CC=CC=C1)C(C=C)O (1-phenyl-2-propen-1-ol). The reactants are of(R)-(-)-5-[(1,1'-biphenyl)-4-yl]-3,4-dihydroxy-5-methyl-2(5H)-furanone, C(C(C)C)C1=CC=C(C=C1)[C@@H](C(=O)OC)C (methyl (S)-(+)-2-(4-isobutylphenyl)propionate), C(C(C)C)C1=CC=C(C(=O)C(=O)OCC)C=C1 (ethyl 4-isobutylbenzoylformate), C1=CC=C(C=C1)[C@@H](CO)N ((S)-(+)-Phenylglycinol). Product: OC=1C(O[C@](C1O)(C1=CC=C(C=C1)CC(C)C)C)=O ((S)-(+)-3,4-dihydroxy-5-methyl-5-[4-(2-methylpropyl)phenyl]-2(5H)-furanone). Isolated yield 19.0%. Reaction SMILES: C(C1C=CC([C:9]([C:11]([O:13]CC)=[O:12])=[O:10])=CC=1)C(C)C.C1C=CC([C@H](N)CO)=CC=1.[CH2:28]([C:32]1[CH:37]=[CH:36][C:35]([C@H:38]([CH3:43])[C:39]([O:41]C)=O)=[CH:34][CH:33]=1)[CH:29]([CH3:31])[CH3:30]>>[OH:10][C:9]1[C:11](=[O:12])[O:13][C@@:38]([CH3:43])([C:35]2[CH:34]=[CH:33][C:32]([CH2:28][CH:29]([CH3:30])[CH3:31])=[CH:37][CH:36]=2)[C:39]=1[OH:41]. Procedure: (S)-(+)-3,4-Dihydroxy-5-methyl-5-[4-(2-methylpropyl)phenyl]-2(5H)-furanone was synthesized in an analogous manner used for the production of(R)-(-)-5-[(1,1'-biphenyl)-4-yl]-3,4-dihydroxy-5-methyl-2(5H)-furanone starting with ethyl 4-isobutylbenzoylformate. (S)-(+)-Phenylglycinol was used to resolve the methyl (S)-(+)-2-(4-isobutylphenyl)propionate enantiomer, of which 1.2 g (5 mmol) was converted into 250 mg (19% yield) of (S)-(+)-3,4-dihydroxy-5-methyl-5-[4-(2-methylpropyl)phenyl]-2(5H)-furanon...